From a dataset of the Open Reaction Database (ORD), a public repository of structured organic reaction records. describe an organic reaction: reactants, conditions, products, and yield Reactants: ClC=1SC=CC1 (2-chlorothiophene), C(C)(C)[N-]C(C)C.[Li+] (lithium diisopropylamide), ClC=1C(C(=C(C(C1Cl)=O)C#N)C#N)=O (2,3-dichloro-5,6-dicyano-1,4-benzoquinone), BrC=1C=NC(=NC1)Cl (5-bromo-2-chloropyrimidine). The solvent is CO.C(C)(=O)O (methanol acetic acid), O1CCCC1 (tetrahydrofuran), C1CCOC1 (THF), C1CCOC1 (THF). Run at temperature 0 celsius, time 15 minute. The product is BrC=1C(=NC(=NC1)Cl)C=1SC(=CC1)Cl (5-Bromo-2-chloro-4-(5-chlorothiophen-2-yl)pyrimidine). As a reaction SMILES: [Cl:1][C:2]1[S:3][CH:4]=[CH:5][CH:6]=1.C([N-]C(C)C)(C)C.[Li+].[Br:15][C:16]1[CH:17]=[N:18][C:19]([Cl:22])=[N:20][CH:21]=1.ClC1C(=O)C(C#N)=C(C#N)C(=O)C=1Cl>O1CCCC1.CO.C(O)(=O)C>[Br:15][C:16]1[C:17]([C:4]2[S:3][C:2]([Cl:1])=[CH:6][CH:5]=2)=[N:18][C:19]([Cl:22])=[N:20][CH:21]=1 |f:1.2,6.7|. Procedure: A solution of 2-chlorothiophene (0.467 mL, 5 mmol) in anhydrous tetrahydrofuran (5 mL) with treated with a solution of lithium diisopropylamide (2 M in THF, 2.75 mL, 5.5 mmol) at −40° C. under a nitrogen atmosphere. After 15 min, the reaction was allowed to warn up to −10° C. and held at that temperature for 20 min. The reaction was then cooled back down to −40° C. and 5-bromo-2-chloropyrimidine (1.06 g, 5.5 mmol), dissolved in anhydrous THF (10 mL) was added to the reaction slowly. After 2 h, a... Starting materials: CCOC(C)=O, CCOCC, CN(C)C(=O)Nc1cc(Oc2ccc([N+](=O)[O-])cc2F)ccn1, CCCCCC, CCO, [Cl-], [Fe], [NH4+], C1CCOC1. Yields the product CN(C)C(=O)Nc1cc(Oc2ccc(N)cc2F)ccn1. RXN SMILES: [C:31]([O:32][CH2:33][CH3:34])(=[O:35])[CH3:36].[CH2:43]([O:44][CH2:45][CH3:46])[CH3:47].[CH3:1][N:2]([C:3](=[O:4])[NH:5][c:6]1[n:7][cH:8][cH:9][c:10]([O:12][c:13]2[c:14]([F:22])[cH:15][c:16]([N+:19]([O-:20])=[O:21])[cH:17][cH:18]2)[cH:11]1)[CH3:23].[CH3:37][CH2:38][CH2:39][CH2:40][CH2:41][CH3:42].[CH3:48][CH2:49][OH:50].[Cl-:24].[Fe:51].[NH4+:25].[O:26]1[CH2:27][CH2:28][CH2:29][CH2:30]1>>[CH3:1][N:2]([C:3](=[O:4])[NH:5][c:6]1[n:7][cH:8][cH:9][c:10]([O:12][c:13]2[c:14]([F:22])[cH:15][c:16]([NH2:19])[cH:17][cH:18]2)[cH:11]1)[CH3:23]. Starting materials: O=C([O-])[O-], [Cs+], [Cs+], Cc1cc(N)nc(C)n1, Nc1cc(Cl)ncc1[N+](=O)[O-], O=C(C=Cc1ccccc1)C=Cc1ccccc1, O=C(C=Cc1ccccc1)C=Cc1ccccc1, O=C(C=Cc1ccccc1)C=Cc1ccccc1, C1COCCO1, [Pd], [Pd]. Yields the product Cc1cc(Nc2cc(N)c([N+](=O)[O-])cn2)nc(C)n1. As a reaction SMILES: [C:21](=[O:22])([O-:23])[O-:24].[Cs+:25].[Cs+:26].[NH2:12][c:13]1[n:14][c:15]([CH3:20])[n:16][c:17]([CH3:19])[cH:18]1.[NH2:1][c:2]1[cH:3][c:4]([Cl:11])[n:5][cH:6][c:7]1[N+:8](=[O:9])[O-:10].[O:29]=[C:30]([CH:31]=[CH:32][c:33]1[cH:34][cH:35][cH:36][cH:37][cH:38]1)[CH:39]=[CH:40][c:41]1[cH:42][cH:43][cH:44][cH:45][cH:46]1.[O:47]=[C:48]([CH:49]=[CH:50][c:51]1[cH:52][cH:53][cH:54][cH:55][cH:56]1)[CH:57]=[CH:58][c:59]1[cH:60][cH:61][cH:62][cH:63][cH:64]1.[O:65]=[C:66]([CH:67]=[CH:68][c:69]1[cH:70][cH:71][cH:72][cH:73][cH:74]1)[CH:75]=[CH:76][c:77]1[cH:78][cH:79][cH:80][cH:81][cH:82]1.[O:83]1[CH2:84][CH2:85][O:86][CH2:87][CH2:88]1.[Pd:27].[Pd:28]>>[NH2:1][c:2]1[cH:3][c:4]([NH:12][c:13]2[n:14][c:15]([CH3:20])[n:16][c:17]([CH3:19])[cH:18]2)[n:5][cH:6][c:7]1[N+:8](=[O:9])[O-:10]. Reactants: C1COCCO1, CCCCCNc1nc(N)c2nc(OC)n(CC3CCOCC3)c2n1, CO, Cl, [Na+], [OH-]. Product: CCCCCNc1nc(N)c2[nH]c(=O)n(CC3CCOCC3)c2n1. As a reaction SMILES: [CH2:31]1[O:32][CH2:33][CH2:34][O:35][CH2:36]1.[CH3:1][O:2][c:3]1[n:4]([CH2:19][CH:20]2[CH2:21][CH2:22][O:23][CH2:24][CH2:25]2)[c:5]2[n:6][c:7]([NH:13][CH2:14][CH2:15][CH2:16][CH2:17][CH3:18])[n:8][c:9]([NH2:12])[c:10]2[n:11]1.[CH3:29][OH:30].[ClH:26].[Na+:28].[OH-:27]>>[O:2]=[c:3]1[n:4]([CH2:19][CH:20]2[CH2:21][CH2:22][O:23][CH2:24][CH2:25]2)[c:5]2[n:6][c:7]([NH:13][CH2:14][CH2:15][CH2:16][CH2:17][CH3:18])[n:8][c:9]([NH2:12])[c:10]2[nH:11]1. Reactants: CC1=NNC2=NC=C(C=C21)[N+](=O)[O-] (3-methyl-5-nitro-1H-pyrazolo[3,4-b]pyridine). The reagents and catalysts are [Pd] (Pd on activated carbon). The solvent is CCO (EtOH). Run at time 15 minute. Yields the product CC1=NNC2=NC=C(C=C21)N (3-methyl-1H-pyrazolo[3,4-b]pyridin-5-amine). Isolated yield 92.0%. RXN SMILES: [CH3:1][C:2]1[C:10]2[C:5](=[N:6][CH:7]=[C:8]([N+:11]([O-])=O)[CH:9]=2)[NH:4][N:3]=1>[Pd].CCO>[CH3:1][C:2]1[C:10]2[C:5](=[N:6][CH:7]=[C:8]([NH2:11])[CH:9]=2)[NH:4][N:3]=1. Procedure details: A 25 mL round bottom flask was charged with 3-methyl-5-nitro-1H-pyrazolo[3,4-b]pyridine (39 mg, 0.22 mmol) and 10% (wt.) Pd on activated carbon (12 mg, 0.011 mmol). EtOH (10 mL) was added, and then H2 was passed through the reaction mixture for 15 minutes. The vessel was left to stir under an H2 balloon for 4 hours, after which it was filtered through a 0.45 μm PVDF filter. The volatiles were removed to afford 3-methyl-1H-pyrazolo[3,4-b]pyridin-5-amine as a solid (30 mg, 92% yield). The reactants are C(C)(C)(C)OC(=O)NCC(O)C1=NC=C(C(=O)O)C=C1 (6-(2-tert-Butoxycarbonylamino-1-hydroxy-ethyl)-nicotinic acid), C(C)(C)N(CC)C(C)C (diisopropylethylamine), F[B-](F)(F)F.N1(N=NC2=C1C=CC=C2)OC(N(C)C)=[N+](C)C ([(benzotriazol-1-yloxy)-dimethylamino-methylene]-dimethyl-ammonium tetrafluoroborate), C(C1=CC=CC=C1)N (benzyl amine). Isolated yield 27.9%. Procedure: 6-(2-tert-Butoxycarbonylamino-1-hydroxy-ethyl)-nicotinic acid (130 mg, 0.461 mmol), diisopropylethylamine (DIPEA) (0.426 mL, 2.44 mmol), [(benzotriazol-1-yloxy)-dimethylamino-methylene]-dimethyl-ammonium tetrafluoroborate (319 mg, 1.00 mmol), and benzyl amine (0.246 mL, 2.30 mmol) were dissolved into 3 mL of dry DMF and stirred overnight. LC-MS indicated formation of the coupled product. The mixture was diluted with 30 mL of EtOAc, the organic phase washed with 2×20 mL H2O and 1×20 mL of brine, ... The product is 47.8, C(C)(C)(C)OC(NCC(O)C1=NC=C(C=C1)C(NCC1=CC=CC=C1)=O)=O ([2-(5-benzylcarbamoyl-pyridin-2-yl)-2-hydroxy-ethyl]-carbamic acid tert-butyl ester). Conditions: time 8 hour. Reaction SMILES: [C:1]([O:5][C:6]([NH:8][CH2:9][CH:10]([C:12]1[CH:20]=[CH:19][C:15]([C:16]([OH:18])=O)=[CH:14][N:13]=1)[OH:11])=[O:7])([CH3:4])([CH3:3])[CH3:2].C(N(C(C)C)CC)(C)C.F[B-](F)(F)F.N1(OC(=[N+](C)C)N(C)C)C2C=CC=CC=2N=N1.[CH2:52]([NH2:59])[C:53]1[CH:58]=[CH:57][CH:56]=[CH:55][CH:54]=1>CCOC(C)=O.CN(C=O)C>[C:1]([O:5][C:6](=[O:7])[NH:8][CH2:9][CH:10]([C:12]1[CH:20]=[CH:19][C:15]([C:16](=[O:18])[NH:59][CH2:52][C:53]2[CH:58]=[CH:57][CH:56]=[CH:55][CH:54]=2)=[CH:14][N:13]=1)[OH:11])([CH3:2])([CH3:3])[CH3:4] |f:2.3|. The solvent is CN(C)C=O (DMF), CCOC(=O)C (EtOAc). The reactants are ClC1=NC=CC(=N1)N1C([C@](CC1)(C#N)C1CC1)=O ((3S)-1-(2-chloropyrimidin-4-yl)-3-cyclopropyl-2-oxopyrrolidine-3-carbonitrile), NC=1C=NN(C1)CC(=O)NC (2-(4-amino-1H-pyrazol-1-yl)-N-methylacetamide), C(C)(=O)O (acetic acid). The solvent is C(C)O (ethanol). Yields the product Cl.C(#N)[C@@]1(C(N(CC1)C1=NC(=NC=C1)NC=1C=NN(C1)CC(=O)NC)=O)C1CC1 (2-(4-((4-((3S)-3-cyano-3-cyclopropyl-2-oxopyrrolidin-1-yl) pyrimidin-2-yl)amino)-1H-pyrazol-1-yl)-N-methylacetamide hydrochloride). Isolated yield 58.2%. Reaction SMILES: [Cl:1][C:2]1[N:7]=[C:6]([N:8]2[CH2:12][CH2:11][C@:10]([CH:15]3[CH2:17][CH2:16]3)([C:13]#[N:14])[C:9]2=[O:18])[CH:5]=[CH:4][N:3]=1.[NH2:19][C:20]1[CH:21]=[N:22][N:23]([CH2:25][C:26]([NH:28][CH3:29])=[O:27])[CH:24]=1.C(O)(=O)C>C(O)C>[ClH:1].[C:13]([C@@:10]1([CH:15]2[CH2:17][CH2:16]2)[CH2:11][CH2:12][N:8]([C:6]2[CH:5]=[CH:4][N:3]=[C:2]([NH:19][C:20]3[CH:21]=[N:22][N:23]([CH2:25][C:26]([NH:28][CH3:29])=[O:27])[CH:24]=3)[N:7]=2)[C:9]1=[O:18])#[N:14] |f:4.5|. Procedure details: A solution of (3S)-1-(2-chloropyrimidin-4-yl)-3-cyclopropyl-2-oxopyrrolidine-3-carbonitrile (130 mg) obtained in Step E of Example 103, 2-(4-amino-1H-pyrazol-1-yl)-N-methylacetamide (84 mg) and acetic acid (31 μL) in ethanol (3.0 mL) was stirred in a microwave reactor at 150° C. for 1 hr, and the solvent was evaporated under reduced pressure. The obtained residue was purified by silica gel column chromatography (hexane/ethyl acetate). To a solution of the residue (190 mg) in ethanol (5.0 mL) was... The reactants are F[B-](F)(F)F, CCN1CCN(c2cccc(NC(=O)c3ccc(-c4cncc5ccccc45)c4nccnc34)c2)CC1, CO, COc1cc(OC)c(Cl)c(-c2ccc(C(=O)Nc3ccc(CN4CCN(C)CC4)cn3)c3nccnc23)c1Cl, ClCCl, CN(C)C(On1nnc2ccccc21)=[N+](C)C. Yields the product CN1CCN(Cc2ccc(NC(=O)c3ccc(-c4cncc5ccccc45)c4nccnc34)nc2)CC1. RXN SMILES: [B-:40]([F:41])([F:42])([F:43])[F:44].[CH2:62]([N:63]1[CH2:64][CH2:65][N:66]([c:67]2[cH:68][c:69]([NH:70][C:71]([c:72]3[c:73]4[n:74][cH:75][cH:76][n:77][c:78]4[c:79](-[c:89]4[cH:90][n:91][cH:92][c:93]5[cH:94][cH:95][cH:96][cH:97][c:98]45)[cH:80][cH:81]3)=[O:82])[cH:83][cH:84][cH:85]2)[CH2:86][CH2:87]1)[CH3:88].[CH3:102][OH:103].[CH3:1][N:2]1[CH2:3][CH2:4][N:5]([CH2:8][c:9]2[cH:10][cH:11][c:12]([NH:15][C:16](=[O:17])[c:18]3[c:19]4[n:20][cH:21][cH:22][n:23][c:24]4[c:25](-[c:28]4[c:29]([Cl:30])[c:31]([O:32][CH3:33])[cH:34][c:35]([O:36][CH3:37])[c:38]4[Cl:39])[cH:26][cH:27]3)[n:13][cH:14]2)[CH2:6][CH2:7]1.[Cl:99][CH2:100][Cl:101].[n:45]1([O:46][C:47]([N:48]([CH3:49])[CH3:50])=[N+:51]([CH3:52])[CH3:53])[c:54]2[cH:55][cH:56][cH:57][cH:58][c:59]2[n:60][n:61]1>>[CH3:1][N:2]1[CH2:3][CH2:4][N:5]([CH2:8][c:9]2[cH:10][cH:11][c:12]([NH:15][C:16](=[O:17])[c:18]3[c:19]4[n:20][cH:21][cH:22][n:23][c:24]4[c:25](-[c:89]4[cH:90][n:91][cH:92][c:93]5[cH:94][cH:95][cH:96][cH:97][c:98]45)[cH:26][cH:27]3)[n:13][cH:14]2)[CH2:6][CH2:7]1.